From a dataset of the Open Reaction Database (ORD), a public repository of structured organic reaction records. describe an organic reaction: reactants, conditions, products, and yield The reactants are CN1CCN(Cc2ccc(C(=O)O)cc2)CC1, CCN=C=NCCCN(C)C, CN1CCOCC1, [Li], N#Cc1cnc(Nc2cccc(N)c2)nc1-c1cccs1, CN(C)C=O, On1nnc2ccccc21. Yields the product CN1CCN(Cc2ccc(C(=O)Nc3cccc(Nc4ncc(C#N)c(-c5cccs5)n4)c3)cc2)CC1. RXN SMILES: [CH3:22][N:23]1[CH2:24][CH2:25][N:26]([CH2:29][c:30]2[cH:31][cH:32][c:33]([C:34](=[O:35])[OH:36])[cH:37][cH:38]2)[CH2:27][CH2:28]1.[CH3:40][N:41]([CH3:42])[CH2:43][CH2:44][CH2:45][N:46]=[C:47]=[N:48][CH2:49][CH3:50].[CH3:61][N:62]1[CH2:63][CH2:64][O:65][CH2:66][CH2:67]1.[Li:39].[NH2:1][c:2]1[cH:3][c:4]([NH:8][c:9]2[n:10][cH:11][c:12]([C:20]#[N:21])[c:13](-[c:15]3[s:16][cH:17][cH:18][cH:19]3)[n:14]2)[cH:5][cH:6][cH:7]1.[O:68]=[CH:69][N:70]([CH3:71])[CH3:72].[OH:51][n:52]1[c:53]2[cH:54][cH:55][cH:56][cH:57][c:58]2[n:59][n:60]1>>[NH:1]([c:2]1[cH:3][c:4]([NH:8][c:9]2[n:10][cH:11][c:12]([C:20]#[N:21])[c:13](-[c:15]3[s:16][cH:17][cH:18][cH:19]3)[n:14]2)[cH:5][cH:6][cH:7]1)[C:34]([c:33]1[cH:32][cH:31][c:30]([CH2:29][N:26]2[CH2:25][CH2:24][N:23]([CH3:22])[CH2:28][CH2:27]2)[cH:38][cH:37]1)=[O:35]. Run in N1=CC=CC=C1 (pyridine). The yield is 84.8%. Procedure details: 1,1-bis(4-fluorophenyl)-1,2-propanediamine (94 mg) and pyrazinecarboxylic acid (53 mg) was dissolved in pyridine (1 mL), and to the solution was added 1-(3-dimethylaminopropyl)-3-ethylcarbodiimide (103 mg). The mixture was stirred at room temperature for 24 hrs. The reaction mixture was concentrated, and the obtained residue was dissolved in chloroform, followed by washing with saturated sodium hydrogen carbonate aqueous solution. The aqueous layer was extracted with chloroform twice, and the co... Starting materials: FC1=CC=C(C=C1)C(C(C)N)(N)C1=CC=C(C=C1)F (1,1-bis(4-fluorophenyl)-1,2-propanediamine), N1=C(C=NC=C1)C(=O)O (pyrazinecarboxylic acid), CN(CCCN=C=NCC)C (1-(3-dimethylaminopropyl)-3-ethylcarbodiimide). Yields the product NC(C(C)NC(=O)C1=NC=CN=C1)(C1=CC=C(C=C1)F)C1=CC=C(C=C1)F (N-[2-amino-2,2-bis(4-fluorophenyl)-1-methylethyl]-2-pyrazinecarboxamide). As a reaction SMILES: [F:1][C:2]1[CH:7]=[CH:6][C:5]([C:8]([C:13]2[CH:18]=[CH:17][C:16]([F:19])=[CH:15][CH:14]=2)([NH2:12])[CH:9]([NH2:11])[CH3:10])=[CH:4][CH:3]=1.[N:20]1[CH:25]=[CH:24][N:23]=[CH:22][C:21]=1[C:26](O)=[O:27].CN(C)CCCN=C=NCC>N1C=CC=CC=1>[NH2:12][C:8]([C:13]1[CH:14]=[CH:15][C:16]([F:19])=[CH:17][CH:18]=1)([C:5]1[CH:4]=[CH:3][C:2]([F:1])=[CH:7][CH:6]=1)[CH:9]([NH:11][C:26]([C:21]1[CH:22]=[N:23][CH:24]=[CH:25][N:20]=1)=[O:27])[CH3:10]. Reaction conditions: time 24 hour. Starting materials: CCO, CN(C)C=Nc1sc(C#N)c(Cl)c1C#N, Cl. Yields the product N#Cc1sc(N)c(C#N)c1Cl. Reaction SMILES: [CH3:17][CH2:18][OH:19].[CH3:1][N:2]([CH3:3])[CH:15]=[N:4][c:5]1[s:6][c:7]([C:13]#[N:14])[c:8]([Cl:12])[c:9]1[C:10]#[N:11].[ClH:16]>>[NH2:4][c:5]1[s:6][c:7]([C:13]#[N:14])[c:8]([Cl:12])[c:9]1[C:10]#[N:11]. The reactants are Example 13 ( j ), Example 13 ( h ), Cl (hydrogen chloride), C(C)(C)(C)OC(=O)N1C[C@H]([C@@H]([C@H](C1)OCC1=CC2=CC=CC=C2C(=C1)OC)C1=CC=C(C=C1)OCCCOCC1=C(C=CC=C1)OC)CO ((3S,4R,5R)-3-hydroxymethyl-4-[4-[3-(2-methoxy-benzyloxy)-propoxy]-phenyl]-5-(4-methoxy-naphthalen-2-ylmethoxy)-piperidine-1-carboxylic acid tert-butyl ester). The solvent is CO (methanol). Product: COC1=C(COCCCOC2=CC=C(C=C2)[C@H]2[C@@H](CNC[C@@H]2OCC2=CC3=CC=CC=C3C(=C2)OC)CO)C=CC=C1 ((3S,4R,5R)-[4-[4-[3-(2-methoxy-benzyloxy)-propoxy]-phenyl]-5-(4-methoxy-naphthalen-2-ylmethoxy)-piperidin-3-yl]-methanol). RXN SMILES: Cl.C(OC([N:9]1[CH2:14][C@H:13]([O:15][CH2:16][C:17]2[CH:26]=[C:25]([O:27][CH3:28])[C:24]3[C:19](=[CH:20][CH:21]=[CH:22][CH:23]=3)[CH:18]=2)[C@@H:12]([C:29]2[CH:34]=[CH:33][C:32]([O:35][CH2:36][CH2:37][CH2:38][O:39][CH2:40][C:41]3[CH:46]=[CH:45][CH:44]=[CH:43][C:42]=3[O:47][CH3:48])=[CH:31][CH:30]=2)[C@H:11]([CH2:49][OH:50])[CH2:10]1)=O)(C)(C)C>CO>[CH3:48][O:47][C:42]1[CH:43]=[CH:44][CH:45]=[CH:46][C:41]=1[CH2:40][O:39][CH2:38][CH2:37][CH2:36][O:35][C:32]1[CH:31]=[CH:30][C:29]([C@@H:12]2[C@@H:13]([O:15][CH2:16][C:17]3[CH:26]=[C:25]([O:27][CH3:28])[C:24]4[C:19](=[CH:20][CH:21]=[CH:22][CH:23]=4)[CH:18]=3)[CH2:14][NH:9][CH2:10][C@H:11]2[CH2:49][OH:50])=[CH:34][CH:33]=1. Procedure details: In an analogous manner to that described in Example 13 (j) by cleavage of the BOC group using a solution of hydrogen chloride in methanol, starting from (3S,4R,5R)-3-hydroxymethyl-4-[4-[3-(2-methoxy-benzyloxy)-propoxy]-phenyl]-5-(4-methoxy-naphthalen-2-ylmethoxy)-piperidine-1-carboxylic acid tert-butyl ester [Example 13 (h)] there was obtained (3S,4R,5R)-[4-[4-[3-(2-methoxy-benzyloxy)-propoxy]-phenyl]-5-(4-methoxy-naphthalen-2-ylmethoxy)-piperidin-3-yl]-methanol as a colorless foam; MS: 572 (M+H... The reactants are Cl.NCC(=O)NC(C1=CC=CC=C1)C1=CC=C(C=C1)Cl (rac-2-amino-N-[(4-chloro-phenyl)-phenyl-methyl]-acetamide hydrochloride), FC1=C(C(=O)O)C=CC(=C1)F (2,4-difluorobenzoic acid). The product is ClC1=CC=C(C=C1)C(C1=CC=CC=C1)NC(=O)CNC(C1=C(C=C(C=C1)F)F)=O (rac-N-({[(4-Chloro-phenyl)-phenyl-methyl]-carbamoyl}-methyl)-2,4-difluoro-benzamide). As a reaction SMILES: Cl.[NH2:2][CH2:3][C:4]([NH:6][CH:7]([C:14]1[CH:19]=[CH:18][C:17]([Cl:20])=[CH:16][CH:15]=1)[C:8]1[CH:13]=[CH:12][CH:11]=[CH:10][CH:9]=1)=[O:5].[F:21][C:22]1[CH:30]=[C:29]([F:31])[CH:28]=[CH:27][C:23]=1[C:24](O)=[O:25]>>[Cl:20][C:17]1[CH:18]=[CH:19][C:14]([CH:7]([NH:6][C:4]([CH2:3][NH:2][C:24](=[O:25])[C:23]2[CH:27]=[CH:28][C:29]([F:31])=[CH:30][C:22]=2[F:21])=[O:5])[C:8]2[CH:13]=[CH:12][CH:11]=[CH:10][CH:9]=2)=[CH:15][CH:16]=1 |f:0.1|. Reported procedure: Prepared in analogy to example 1.12 from rac-2-amino-N-[(4-chloro-phenyl)-phenyl-methyl]-acetamide hydrochloride (Example 3.1) and 2,4-difluorobenzoic acid.